Dataset: the Open Reaction Database (ORD), a public repository of structured organic reaction records. Task: describe an organic reaction: reactants, conditions, products, and yield The reactants are ClC1=C(C=C2C(=C(C(OC2=C1)=O)CC(=O)NC1=C(C=C(C=C1)Cl)C(F)(F)F)C1=CC=CC=C1)O (2-(7-chloro-6-hydroxy-2-oxo-4-phenyl-2H-chromen-3-yl)-N-[4-chloro-2-(trifluoromethyl)phenyl]acetamide), [I-].[Na+] (sodium iodide), C(C)OCCCl (2-chloroethyl ethyl ether), C([O-])([O-])=O.[K+].[K+] (potassium carbonate). The solvent is CN(C)C=O (DMF), O (water). Run at temperature 120 celsius, time 30 minute. The product is ClC1=C(C=C2C(=C(C(OC2=C1)=O)CC(=O)NC1=C(C=C(C=C1)Cl)C(F)(F)F)C1=CC=CC=C1)OCCOCCC (2-(7-chloro-2-oxo-4-phenyl-6-(2-propoxyethoxy)-2H-chromene-3-yl)-N-[4-chloro-2-(trifluoromethyl)phenyl]acetamide). Yield: 43.0%. As a reaction SMILES: [Cl:1][C:2]1[CH:11]=[C:10]2[C:5]([C:6]([C:28]3[CH:33]=[CH:32][CH:31]=[CH:30][CH:29]=3)=[C:7]([CH2:13][C:14]([NH:16][C:17]3[CH:22]=[CH:21][C:20]([Cl:23])=[CH:19][C:18]=3[C:24]([F:27])([F:26])[F:25])=[O:15])[C:8](=[O:12])[O:9]2)=[CH:4][C:3]=1[OH:34].[CH2:35]([O:37][CH2:38][CH2:39]Cl)[CH3:36].[C:41](=O)([O-])[O-].[K+].[K+].[I-].[Na+]>CN(C=O)C.O>[Cl:1][C:2]1[CH:11]=[C:10]2[C:5]([C:6]([C:28]3[CH:33]=[CH:32][CH:31]=[CH:30][CH:29]=3)=[C:7]([CH2:13][C:14]([NH:16][C:17]3[CH:22]=[CH:21][C:20]([Cl:23])=[CH:19][C:18]=3[C:24]([F:25])([F:27])[F:26])=[O:15])[C:8](=[O:12])[O:9]2)=[CH:4][C:3]=1[O:34][CH2:36][CH2:35][O:37][CH2:38][CH2:39][CH3:41] |f:2.3.4,5.6|. Reported procedure: A solution of 2-(7-chloro-6-hydroxy-2-oxo-4-phenyl-2H-chromen-3-yl)-N-[4-chloro-2-(trifluoromethyl)phenyl]acetamide (Example 208) (0.30 g) in DMF (5 ml) was combined with 2-chloroethyl ethyl ether (0.31 ml), potassium carbonate (0.23 g) and sodium iodide (0.15 g), and stirred at 120° C. for 30 minutes. The reaction solution was combined with water and extracted with ethyl acetate. The extract was washed with a saturated brine, and then dried over magnesium sulfate, and concentrated under reduced... The reactants are C(C)(C)(C)OC(C1=CC(=NC(=C1)C=C)N(C)C)=O (2-dimethylamino-6-vinyl-isonicotinic acid tert-butyl ester). Reagents/catalysts: [Pd] (Pd/C). Solvent: CO (methanol). Conditions: time 3 hour. Product: C(C)(C)(C)OC(C1=CC(=NC(=C1)CC)N(C)C)=O (2-dimethylamino-6-ethyl-isonicotinic acid tert-butyl ester). Reaction SMILES: [C:1]([O:5][C:6](=[O:18])[C:7]1[CH:12]=[C:11]([CH:13]=[CH2:14])[N:10]=[C:9]([N:15]([CH3:17])[CH3:16])[CH:8]=1)([CH3:4])([CH3:3])[CH3:2]>CO.[Pd]>[C:1]([O:5][C:6](=[O:18])[C:7]1[CH:12]=[C:11]([CH2:13][CH3:14])[N:10]=[C:9]([N:15]([CH3:16])[CH3:17])[CH:8]=1)([CH3:3])([CH3:4])[CH3:2]. Procedure details: To a solution of 2-dimethylamino-6-vinyl-isonicotinic acid tert-butyl ester (877 mg, 3.53 mmol) in methanol (15 mL), Pd/C (150 mg, 10% Pd) is added and the mixture is stirred under 2 atm of H2 at rt for 3 h. The catalyst is filtered off and the filtrate is evaporated to give crude 2-dimethylamino-6-ethyl-isonicotinic acid tert-butyl ester; LC-MS: tR=0.76 min, [M+1]+=251.10. This material is dissolved in 6 N aq. HCl (60 mL) and the mixture is stirred at 80° C. for 72 h before the solvent is evapo... Starting materials: C(C1=CC=CC=C1)N1CC(C(CC1)=CC1=CC=CC=C1)C (1-benzyl-4-benzylidene-3-methyl-piperidine), [H][H] (hydrogen). Reagents/catalysts: [OH-].[OH-].[Pd+2] (palladium hydroxide on carbon). Run in C(C)O (ethanol). Yields the product C(C1=CC=CC=C1)C1C(CNCC1)C (4-Benzyl-3-methyl-piperidine). Isolated yield 108.6%. Reaction SMILES: C([N:8]1[CH2:13][CH2:12][C:11](=[CH:14][C:15]2[CH:20]=[CH:19][CH:18]=[CH:17][CH:16]=2)[CH:10]([CH3:21])[CH2:9]1)C1C=CC=CC=1.[H][H]>C(O)C.[OH-].[OH-].[Pd+2]>[CH2:14]([CH:11]1[CH2:12][CH2:13][NH:8][CH2:9][CH:10]1[CH3:21])[C:15]1[CH:20]=[CH:19][CH:18]=[CH:17][CH:16]=1 |f:3.4.5|. Procedure details: A solution of 2.7 g of 1-benzyl-4-benzylidene-3-methyl-piperidine and 2 g of 20% palladium hydroxide on carbon in 125 mL of ethanol was shaken 3 days under 55 psi of hydrogen. The catalyst was filtered off and the solution concentrated to give 2 g of a mixture of cis and trans-4-benzyl-3-methyl-piperidine as an oil. The reactants are C1COCCN1, C#CCCCCl. The product is C#CCCCN1CCOCC1. RXN SMILES: [CH2:7]1[CH2:8][O:9][CH2:10][CH2:11][NH:12]1.[Cl:1][CH2:2][CH2:3][CH2:4][C:5]#[CH:6]>>[CH2:2]([CH2:3][CH2:4][C:5]#[CH:6])[N:12]1[CH2:7][CH2:8][O:9][CH2:10][CH2:11]1. The reactants are CCOC(=O)c1c(NCc2ccccn2)c(C#N)c(=O)n2ccccc12, CO, [H-], [Na+]. Product: COC(=O)c1c(NCc2ccccn2)c(C#N)c(=O)n2ccccc12. Reaction SMILES: [C:1](#[N:2])[c:3]1[c:4]([NH:19][CH2:20][c:21]2[n:22][cH:23][cH:24][cH:25][cH:26]2)[c:5]([C:14](=[O:15])[O:16][CH2:17][CH3:18])[c:6]2[cH:7][cH:8][cH:9][cH:10][n:11]2[c:12]1=[O:13].[CH3:29][OH:30].[H-:27].[Na+:28]>>[C:1](#[N:2])[c:3]1[c:4]([NH:19][CH2:20][c:21]2[n:22][cH:23][cH:24][cH:25][cH:26]2)[c:5]([C:14](=[O:15])[O:16][CH3:17])[c:6]2[cH:7][cH:8][cH:9][cH:10][n:11]2[c:12]1=[O:13]. Starting materials: CN(Cc1cccc(-c2ccc(C=C3SC(=O)NC3=O)cc2)c1)C(=O)CCc1ccccc1, C1CCOC1. Product: CN(Cc1cccc(-c2ccc(CC3SC(=O)NC3=O)cc2)c1)C(=O)CCc1ccccc1. Reaction SMILES: [O:1]=[C:2]1[S:3][C:4](=[CH:8][c:9]2[cH:10][cH:11][c:12](-[c:15]3[cH:16][c:17]([CH2:21][N:22]([C:23]([CH2:24][CH2:25][c:26]4[cH:27][cH:28][cH:29][cH:30][cH:31]4)=[O:32])[CH3:33])[cH:18][cH:19][cH:20]3)[cH:13][cH:14]2)[C:5](=[O:7])[NH:6]1.[O:34]1[CH2:35][CH2:36][CH2:37][CH2:38]1>>[O:1]=[C:2]1[S:3][CH:4]([CH2:8][c:9]2[cH:10][cH:11][c:12](-[c:15]3[cH:16][c:17]([CH2:21][N:22]([C:23]([CH2:24][CH2:25][c:26]4[cH:27][cH:28][cH:29][cH:30][cH:31]4)=[O:32])[CH3:33])[cH:18][cH:19][cH:20]3)[cH:13][cH:14]2)[C:5](=[O:7])[NH:6]1. The reactants are CS(C)=O, COC(=O)C1=C(O)c2cc(I)ccc2NC(=O)C1, O. The product is O=C1CCC(=O)c2cc(I)ccc2N1. Reaction SMILES: [CH3:20][S:21](=[O:22])[CH3:23].[CH3:2][O:3][C:4](=[O:5])[C:6]1=[C:12]([OH:13])[c:11]2[c:10]([cH:17][cH:16][c:15]([I:18])[cH:14]2)[NH:9][C:8](=[O:19])[CH2:7]1.[OH2:1]>>[CH2:6]1[CH2:7][C:8](=[O:19])[NH:9][c:10]2[c:11]([cH:14][c:15]([I:18])[cH:16][cH:17]2)[C:12]1=[O:13].